The task is: describe an organic reaction: reactants, conditions, products, and yield. This data is from the Open Reaction Database (ORD), a public repository of structured organic reaction records. Reactants: COC(C=CC(C(=O)OC)=C(C)N[C@H](C)C1=CC=CC=C1)=O ((R)-4-[1-(1-phenyl-ethylamino)-ethylidene]-pent-2-enedioic acid dimethyl ester), C[O-].[Na+] (NaOMe), BrN1C(CCC1=O)=O (N-bromosuccinimide). Solvent: CO (MeOH). Yields the product COC(=O)C1=C(N(C(C(=C1)Br)=O)[C@H](C)C1=CC=CC=C1)C ((R)-5-Bromo-2-methyl-6-oxo-1-(1-phenyl-ethyl)-1,6-dihydro-pyridine-3-carboxylic acid methyl ester). Isolated yield 51.8%. As a reaction SMILES: C[O:2][C:3](=O)[CH:4]=[CH:5][C:6](=[C:11]([NH:13][C@@H:14]([C:16]1[CH:21]=[CH:20][CH:19]=[CH:18][CH:17]=1)[CH3:15])[CH3:12])[C:7]([O:9][CH3:10])=[O:8].C[O-].[Na+].[Br:26]N1C(=O)CCC1=O>CO>[CH3:10][O:9][C:7]([C:6]1[CH:5]=[C:4]([Br:26])[C:3](=[O:2])[N:13]([C@@H:14]([C:16]2[CH:21]=[CH:20][CH:19]=[CH:18][CH:17]=2)[CH3:15])[C:11]=1[CH3:12])=[O:8] |f:1.2|. Reported procedure: MeOH (170 mL) was added to a flask containing (R)-4-[1-(1-phenyl-ethylamino)-ethylidene]-pent-2-enedioic acid dimethyl ester (5.56 g, 18.3 mmol). NaOMe solution (4.2 mL, 18.3 mmol, 4.375 M in MeOH) and N-bromosuccinimide (3.92 g, 22 mmol) were added, and the resulting mixture was refluxed for 7 h. After cooling to r.t., the solvent was evaporated in vacuo. Saturated NH4Cl was added, and the resulting mixture was extracted with CH2Cl2. The organic layer was dried over MgSO4 and concentrated. The ... The reactants are Cl (hydrochloric acid), C (charcoal), palladium bis-(dibenzylidenacetone), ClC1=C(N)C(=CC=C1)F (2-chloro-6-fluoroaniline), BrC1=CC=C(C=C1)C (4-bromotoluene), sodium tert-butylate. The reagents and catalysts are C(C)(C)(C)P(C(C)(C)C)C(C)(C)C (tri-tert-butylphosphine). The solvent is O (Water), C1(=CC=CC=C1)C (toluene), C1(=CC=CC=C1)C (toluene). Run at temperature 25 celsius, time 30 minute. Yields the product ClC1=C(C(=CC=C1)F)NC1=CC=C(C=C1)C ((2′-chloro-6′-fluorophenyl)-(4-methylphenyl)-amine). The yield is 100.3%. RXN SMILES: [Cl:1][C:2]1[CH:8]=[CH:7][CH:6]=[C:5]([F:9])[C:3]=1[NH2:4].Br[C:11]1[CH:16]=[CH:15][C:14]([CH3:17])=[CH:13][CH:12]=1.Cl.C>C1(C)C=CC=CC=1.C(P(C(C)(C)C)C(C)(C)C)(C)(C)C.O>[Cl:1][C:2]1[CH:8]=[CH:7][CH:6]=[C:5]([F:9])[C:3]=1[NH:4][C:11]1[CH:16]=[CH:15][C:14]([CH3:17])=[CH:13][CH:12]=1. Procedure details: A mixture of 2-chloro-6-fluoroaniline (4.00 g, 27.5 mmol), 4-bromotoluene (4.70 g, 27.5 mmol), sodium tert-butylate (4.75 g, 49.4 mmol), and toluene (55 mL) is stirred at 25° C. under nitrogen for 30 minutes. To this mixture, a solution of palladium-bis-(dibenzylidenacetone) (15.8 mg, 55 mmol) and tri-tert-butylphosphine (1) (8.3 mg, 0.04 mmol) in toluene (5 mL) is added and the resulting suspension is stirred at 110° C. for 14 hours. The mixture is then cooled to 30° C. Water (30 ml), concentra... Reactants: COC(=O)C=1N=C(SC1)NC([C@H]([C@@H](C)C1=CC=CC=C1)NC([C@@H](C1=CC2=C(OCCO2)C=C1)NC(=O)OC(C)(C)C)=O)=O (2-{(2S,3S)-2-[(R)-2-tert-Butoxycarbonylamino-2-(2,3-dihydro-benzo[1,4]dioxin-6-yl)-acetylamino]-3-phenyl-butyrylamino}-thiazole-4-carboxylic acid methyl ester), FC(C(=O)O)(F)F (Trifluoroacetic acid). The solvent is ClCCl (dichloromethane). Run at time 2 hour. Yields the product COC(=O)C=1N=C(SC1)NC([C@H]([C@@H](C)C1=CC=CC=C1)NC([C@@H](C1=CC2=C(OCCO2)C=C1)N)=O)=O (2-{(2S,3S)-2-[(R)-2-amino-2-(2,3-dihydro-benzo[1,4]dioxin-6-yl)-acetylamino]-3-phenyl-butyrylamino}-thiazole-4-carboxylic acid methyl ester). Yield: 94.0%. As a reaction SMILES: [CH3:1][O:2][C:3]([C:5]1[N:6]=[C:7]([NH:10][C:11](=[O:43])[C@@H:12]([NH:21][C:22](=[O:42])[C@H:23]([NH:34]C(OC(C)(C)C)=O)[C:24]2[CH:33]=[CH:32][C:27]3[O:28][CH2:29][CH2:30][O:31][C:26]=3[CH:25]=2)[C@H:13]([C:15]2[CH:20]=[CH:19][CH:18]=[CH:17][CH:16]=2)[CH3:14])[S:8][CH:9]=1)=[O:4].FC(F)(F)C(O)=O>ClCCl>[CH3:1][O:2][C:3]([C:5]1[N:6]=[C:7]([NH:10][C:11](=[O:43])[C@@H:12]([NH:21][C:22](=[O:42])[C@H:23]([NH2:34])[C:24]2[CH:33]=[CH:32][C:27]3[O:28][CH2:29][CH2:30][O:31][C:26]=3[CH:25]=2)[C@H:13]([C:15]2[CH:20]=[CH:19][CH:18]=[CH:17][CH:16]=2)[CH3:14])[S:8][CH:9]=1)=[O:4]. Procedure details: 2-{(2S,3S)-2-[(R)-2-tert-Butoxycarbonylamino-2-(2,3-dihydro-benzo[1,4]dioxin-6-yl)-acetylamino]-3-phenyl-butyrylamino}-thiazole-4-carboxylic acid methyl ester (0.49 g, 0.80 mmol) was stirred in dichloromethane (8 mL) in an ice bath. Trifluoroacetic acid (8 mL) was added and the solution was stirred for 2 hours. The reaction mixture was evaporated and the residue was precipitated with hexanes/ether. The mixture was stirred vigorously for 10 minutes and then filtered. The resulting solid was parti... The reactants are CC(=O)O, CCOC(C)=O, Fc1ccc(Sc2ccc(-c3cc[nH]n3)cc2)cc1, N#CO[Na], O. Product: NC(=O)n1ccc(-c2ccc(Sc3ccc(F)cc3)cc2)n1. Reaction SMILES: [CH3:24][C:25](=[O:26])[OH:27].[CH3:29][CH2:30][O:31][C:32]([CH3:33])=[O:34].[F:1][c:2]1[cH:3][cH:4][c:5]([S:8][c:9]2[cH:10][cH:11][c:12](-[c:15]3[n:16][nH:17][cH:18][cH:19]3)[cH:13][cH:14]2)[cH:6][cH:7]1.[Na:20][O:21][C:22]#[N:23].[OH2:28]>>[F:1][c:2]1[cH:3][cH:4][c:5]([S:8][c:9]2[cH:10][cH:11][c:12](-[c:15]3[n:16][n:17]([C:22](=[O:21])[NH2:23])[cH:18][cH:19]3)[cH:13][cH:14]2)[cH:6][cH:7]1. Starting materials: OC=1C=CC=C2C=CC=NC12 (8-hydroxyquinoline), Cl (hydrochloric acid), C=O (formaldehyde). The product is ClCC1=C2C=CC=NC2=C(C=C1)O (5-chloromethyl-8-hydroxyquinoline). Reaction SMILES: [OH:1][C:2]1[CH:3]=[CH:4][CH:5]=[C:6]2[C:11]=1[N:10]=[CH:9][CH:8]=[CH:7]2.[ClH:12].[CH2:13]=O>>[Cl:12][CH2:13][C:5]1[CH:4]=[CH:3][C:2]([OH:1])=[C:11]2[C:6]=1[CH:7]=[CH:8][CH:9]=[N:10]2. Reported procedure: As shown in Scheme A below, 8-hydroxyquinoline (A1) is treated with hydrochloric acid and formaldehyde to give 5-chloromethyl-8-hydroxyquinoline (A2). The chloro group of A2 is substituted with propargylamine to afford 5-(1-propargylamino)methyl-8-hydroxyquinoline (A3). Bromination of A3 employing N-bromosuccinimide (NBS) provides the bromide A4 which is then treated, for example, with the modified peptide [D-Cys6]GnRH to give the target compound A5, which is the compound M22A in Appendix I. Starting materials: ClC=1C=C(C(=O)NNC(CCl)=O)C=CC1Cl (3,4-dichloro-N′-(2-chloroacetyl)benzohydrazide), P(=O)(Cl)(Cl)Cl (phosphorous oxychloride). The solvent is C(C)#N (acetonitrile). The product is ClCC=1OC(=NN1)C1=CC(=C(C=C1)Cl)Cl (2-(chloromethyl)-5-(3,4-dichlorophenyl)-1,3,4-oxadiazole). The yield is 72.8%. Reaction SMILES: [Cl:1][C:2]1[CH:3]=[C:4]([CH:13]=[CH:14][C:15]=1[Cl:16])[C:5]([NH:7][NH:8][C:9](=[O:12])[CH2:10][Cl:11])=O.P(Cl)(Cl)(Cl)=O>C(#N)C>[Cl:11][CH2:10][C:9]1[O:12][C:5]([C:4]2[CH:13]=[CH:14][C:15]([Cl:16])=[C:2]([Cl:1])[CH:3]=2)=[N:7][N:8]=1. Procedure: To a mixture of 3,4-dichlorobenzohydrazide 8 (0.5 mg, 2.43 mmol) and K2CO3 (0.61 g, 4.4 mmol) in acetonitrile (30 mL) was added 2-chloroacetyl chloride (0.41 g, 3.66 mmol) dropwise at ambient temperature. The resulting mixture was stirred at ambient temperature for 16 hours. The solid was collected, Washed with H2O and ether, and dried to afford 3,4-dichloro-N′-(2-chloroacetyl)benzohydrazide 9 (0.59 g, 85%) which was used for the next step without further purification. A mixture of compound 9 (0... Reactants: COC(=O)c1cc(Br)ccc1N, O=S(=O)(Cl)c1ccccc1, c1ccncc1. The product is COC(=O)c1cc(Br)ccc1NS(=O)(=O)c1ccccc1. As a reaction SMILES: [NH2:1][c:2]1[c:3]([C:4](=[O:5])[O:6][CH3:7])[cH:8][c:9]([Br:12])[cH:10][cH:11]1.[c:13]1([S:19](=[O:20])(=[O:21])[Cl:22])[cH:14][cH:15][cH:16][cH:17][cH:18]1.[cH:23]1[cH:24][cH:25][n:26][cH:27][cH:28]1>>[NH:1]([c:2]1[c:3]([C:4](=[O:5])[O:6][CH3:7])[cH:8][c:9]([Br:12])[cH:10][cH:11]1)[S:19]([c:13]1[cH:14][cH:15][cH:16][cH:17][cH:18]1)(=[O:20])=[O:21].